From a dataset of the Open Reaction Database (ORD), a public repository of structured organic reaction records. describe an organic reaction: reactants, conditions, products, and yield Reactants: C(=O)(O)[O-].[Na+] (NaHCO3), [OH-].[Na+] (NaOH), C(C)(C)(C)OC(=O)N1C(=CC2=CC=CC(=C12)C(=O)N1C[C@H]([C@@H](C1)C1=CSC=C1)CN1CCC(CC1)C1=CC=C(C=C1)F)C (1-(1-t-butoxycarbonyl methyl-7-indolecarbonyl)-3-(R)-(4-(4-fluorophenyl)piperidinylmethyl)-4-(R)-(3-thienyl)pyrrolidine), [Li+].[BH4-] (LiBH4), C1CCOC1 (THF). The solvent is CCOCC (ether). Run at time 3 hour. The product is OCCN1C=CC2=CC=CC(=C12)C(=O)N1C[C@H]([C@@H](C1)C1=CSC=C1)CN1CCC(CC1)C1=CC=C(C=C1)F (1-(1-(2-Hydroxyethyl)-7-indolecarbonyl)-3-(R)-(4-(4-fluorophenyl)piperidinylmethyl)-4-(R)-(3-thienyl)pyrrolidine). As a reaction SMILES: C(OC([N:8]1[C:16]2[C:11](=[CH:12][CH:13]=[CH:14][C:15]=2[C:17]([N:19]2[CH2:23][C@@H:22]([C:24]3[CH:28]=[CH:27][S:26][CH:25]=3)[C@H:21]([CH2:29][N:30]3[CH2:35][CH2:34][CH:33]([C:36]4[CH:41]=[CH:40][C:39]([F:42])=[CH:38][CH:37]=4)[CH2:32][CH2:31]3)[CH2:20]2)=[O:18])[CH:10]=[C:9]1C)=O)(C)(C)C.[Li+].[BH4-].C([O-])(O)=O.[Na+].[OH-].[Na+].C1C[O:56][CH2:55][CH2:54]1>CCOCC>[OH:56][CH2:55][CH2:54][N:8]1[C:16]2[C:11](=[CH:12][CH:13]=[CH:14][C:15]=2[C:17]([N:19]2[CH2:23][C@@H:22]([C:24]3[CH:28]=[CH:27][S:26][CH:25]=3)[C@H:21]([CH2:29][N:30]3[CH2:31][CH2:32][CH:33]([C:36]4[CH:41]=[CH:40][C:39]([F:42])=[CH:38][CH:37]=4)[CH2:34][CH2:35]3)[CH2:20]2)=[O:18])[CH:10]=[CH:9]1 |f:1.2,3.4,5.6|. Procedure: A solution of 0.07 g (0.115 mmol) of 1-(1-t-butoxycarbonyl methyl-7-indolecarbonyl)-3-(R)-(4-(4-fluorophenyl)piperidinylmethyl)-4-(R)-(3-thienyl)pyrrolidine and 0.23 mL (0.46 mmol) of LiBH4 (2M in THF) in 4 mL of THF was stirred at rt for 12 h. To the reaction mixture was slowly added 2 mL of sat. NaHCO3 solution and the mixture was stirred st rt for 3 h. To this mixture was then added 30 mL of ether and the pH was adjusted to pH=10-11 with 5N NaOH solution. The reaction mixture was extracted wi... Starting materials: C(C)(=O)N1[C@@H](CCC(=C1)C=C)C(=O)OC(C)(C)C (t-butyl (S)-N-acetyl-5-vinyl-1,2,3,4-tetrahydropyridine-2-carboxylate), [H][H] (hydrogen). The reagents and catalysts are [Pd] (Pd/C). The solvent is C(C)O (ethanol). Yields the product C(C)(=O)N1[C@@H](CC[C@@H](C1)CC)C(=O)OC(C)(C)C (t-Butyl (2S,5S)-N-acetyl-5-ethylpiperidine-2-carboxylate). Yield: 3.4%. RXN SMILES: [C:1]([N:4]1[CH:9]=[C:8]([CH:10]=[CH2:11])[CH2:7][CH2:6][C@H:5]1[C:12]([O:14][C:15]([CH3:18])([CH3:17])[CH3:16])=[O:13])(=[O:3])[CH3:2].[H][H]>C(O)C.[Pd]>[C:1]([N:4]1[CH2:9][C@@H:8]([CH2:10][CH3:11])[CH2:7][CH2:6][C@H:5]1[C:12]([O:14][C:15]([CH3:16])([CH3:18])[CH3:17])=[O:13])(=[O:3])[CH3:2]. Procedure: 4.08 g (16.3 mmol) of the t-butyl (S)-N-acetyl-5-vinyl-1,2,3,4-tetrahydropyridine-2-carboxylate obtained in Synthesis Example 16 was dissolved in 150 mL of ethanol, followed by the addition of 4.0 g of 10% Pd/C. It was treated in a hydrogen atmosphere of 3 kg/cm2 by the use of medium pressure catalytic reaction equipment to conduct hydrogenation. The catalyst was removed by filtration and the filtrate was concentrated to give 140 mg of the title compound. Yield 100%.